Dataset: the Open Reaction Database (ORD), a public repository of structured organic reaction records. Task: describe an organic reaction: reactants, conditions, products, and yield Starting materials: ice, Cl.C1(CCCC1)CCN1CC[C@@H]2C3=C(CC[C@H]12)C(=CC=C3)OC (rac-cis-3-(2-cyclopentyl-ethyl)-6-methoxy-2,3,3a,4,5,9b-hexahydro-1H-benzo[e]indole hydrochloride), [OH-].[Na+] (NaOH). Solvent: Br (HBr). Yields the product C1(CCCC1)CCN1CC[C@@H]2C3=C(CC[C@H]12)C(=CC=C3)O (rac-cis-3-(2-cyclopentyl-ethyl)-2,3,3a,4,5,9b-hexahydro-1H-benzo[e]indol-6-ol). Yield: 85.1%. As a reaction SMILES: Cl.[CH:2]1([CH2:7][CH2:8][N:9]2[C@@H:17]3[C@@H:12]([C:13]4[CH:21]=[CH:20][CH:19]=[C:18]([O:22]C)[C:14]=4[CH2:15][CH2:16]3)[CH2:11][CH2:10]2)[CH2:6][CH2:5][CH2:4][CH2:3]1.[OH-].[Na+]>Br>[CH:2]1([CH2:7][CH2:8][N:9]2[C@@H:17]3[C@@H:12]([C:13]4[CH:21]=[CH:20][CH:19]=[C:18]([OH:22])[C:14]=4[CH2:15][CH2:16]3)[CH2:11][CH2:10]2)[CH2:6][CH2:5][CH2:4][CH2:3]1 |f:0.1,2.3|. Procedure details: 5.80 g (0.0173 mol) of rac-cis-3-(2-cyclopentyl-ethyl)-6-methoxy-2,3,3a,4,5,9b-hexahydro-1H-benzo[e]indole hydrochloride were dissolved in 0.18 l of 48% aqueous HBr and boiled under reflux for 5 hours. The mixture was poured on to ~200 g of ice and treated with 200 ml of 28% aqueous NaOH solution. The mixture was extracted three times with ethyl acetate, whereupon the organic phase was washed with saturated sodium chloride solution, dried with MgSO4, filtered and concentrated. By chromatography ... The reactants are CO, O=C1CCC(C(=O)O)N1, O=S(Cl)Cl. Yields the product COC(=O)C1CCC(=O)N1. Reaction SMILES: [CH3:14][OH:15].[NH:1]1[CH:2]([C:7](=[O:8])[OH:9])[CH2:3][CH2:4][C:5]1=[O:6].[S:10]([Cl:11])([Cl:12])=[O:13]>>[NH:1]1[CH:2]([C:7](=[O:8])[O:9][CH3:14])[CH2:3][CH2:4][C:5]1=[O:6].